From a dataset of the Open Reaction Database (ORD), a public repository of structured organic reaction records. describe an organic reaction: reactants, conditions, products, and yield Reaction SMILES: [Br:29][CH2:30][c:31]1[cH:32][c:33]2[cH:34][cH:35][cH:36][cH:37][c:38]2[cH:39][cH:40]1.[C:1]([CH3:2])([CH3:3])([CH3:4])[O:5][C:6](=[O:7])[N:8]1[CH2:9][CH:10]([OH:26])[CH:11]([c:14]2[cH:15][c:16](-[c:20]3[cH:21][cH:22][cH:23][cH:24][cH:25]3)[cH:17][cH:18][cH:19]2)[CH2:12][CH2:13]1.[H-:27].[Na+:28].[OH2:41]>>[C:1]([CH3:2])([CH3:3])([CH3:4])[O:5][C:6](=[O:7])[N:8]1[CH2:9][CH:10]([O:26][CH2:30][c:31]2[cH:32][c:33]3[cH:34][cH:35][cH:36][cH:37][c:38]3[cH:39][cH:40]2)[CH:11]([c:14]2[cH:15][c:16](-[c:20]3[cH:21][cH:22][cH:23][cH:24][cH:25]3)[cH:17][cH:18][cH:19]2)[CH2:12][CH2:13]1. Starting materials: BrCc1ccc2ccccc2c1, CC(C)(C)OC(=O)N1CCC(c2cccc(-c3ccccc3)c2)C(O)C1, [H-], [Na+], O. Yields the product CC(C)(C)OC(=O)N1CCC(c2cccc(-c3ccccc3)c2)C(OCc2ccc3ccccc3c2)C1. Reactants: CC(C)(C)OC(=O)N1CCC(n2ncc3c(Cl)ncnc32)CC1, O=C([O-])[O-], CN1CCCC1=O, [K+], [K+], Oc1ccc(Cl)cc1Cl. The product is CC(C)(C)OC(=O)N1CCC(n2ncc3c(Oc4ccc(Cl)cc4Cl)ncnc32)CC1. RXN SMILES: [C:1]([CH3:2])([CH3:3])([CH3:4])[O:5][C:6](=[O:7])[N:8]1[CH2:9][CH2:10][CH:11]([n:14]2[n:15][cH:16][c:17]3[c:18]2[n:19][cH:20][n:21][c:22]3[Cl:23])[CH2:12][CH2:13]1.[C:24](=[O:25])([O-:26])[O-:27].[CH3:39][N:40]1[CH2:41][CH2:42][CH2:43][C:44]1=[O:45].[K+:28].[K+:29].[OH:30][c:31]1[cH:32][cH:33][c:34]([Cl:35])[cH:36][c:37]1[Cl:38]>>[C:1]([CH3:2])([CH3:3])([CH3:4])[O:5][C:6](=[O:7])[N:8]1[CH2:9][CH2:10][CH:11]([n:14]2[n:15][cH:16][c:17]3[c:18]2[n:19][cH:20][n:21][c:22]3[O:30][c:31]2[cH:32][cH:33][c:34]([Cl:35])[cH:36][c:37]2[Cl:38])[CH2:12][CH2:13]1. Product: N1=CC(=CC=C1)COC1=CC=C(C=C1)CC(C)=O ([4-(3-pyridylmethyloxy)phenyl]propan-2-one). The reactants are Cl.N1=CC(=CC=C1)CCl (3-picolyl chloride hydrochloride), C1COC(CC2=CC=C(C=C2)O)(C)O1 ((4-hydroxyphenyl)propan-2-one ethylene ketal), [O-]CC.[Na+] (sodium ethoxide), Cl (hydrochloric acid). The solvent is C(C)O (ethanol), CO (methanol), C(C)O (ethanol), C(C)O (ethanol). Reported procedure: A solution of (4-hydroxyphenyl)propan-2-one ethylene ketal (5 g) in ethanol (20 ml) was added to a stirred solution of sodium ethoxide in ethanol (1.26 g sodium in 50 ml). A suspension of 3-picolyl chloride hydrochloride (4.5 g) in ethanol (40 ml) was added, the mixture boiled for 41/2 hr, cooled and filtered. After evaporation of the solvent the residue was chromatographed on alumina. Elution with 10% methanol in dichloromethane gave a dark oil which was dissolved in methanol (50 ml) and boiled... Reaction SMILES: C1[O:14][C:4]([CH3:13])([CH2:5][C:6]2[CH:11]=[CH:10][C:9]([OH:12])=[CH:8][CH:7]=2)OC1.[O-]CC.[Na+].Cl.[N:20]1[CH:25]=[CH:24][CH:23]=[C:22]([CH2:26]Cl)[CH:21]=1.Cl>C(O)C.CO>[N:20]1[CH:25]=[CH:24][CH:23]=[C:22]([CH2:26][O:12][C:9]2[CH:8]=[CH:7][C:6]([CH2:5][C:4](=[O:14])[CH3:13])=[CH:11][CH:10]=2)[CH:21]=1 |f:1.2,3.4|.